This data is from the Open Reaction Database (ORD), a public repository of structured organic reaction records. The task is: describe an organic reaction: reactants, conditions, products, and yield Reactants: CC(=O)C1=C(C=C(C=C1)OCC2=CC=CC=C2)O (2-hydroxy-4-benzyloxyacetophenone), C(C1=CC=CC=C1)=O (benzaldehyde), [OH-].[Na+] (sodium hydroxide). The solvent is C(C)O (ethanol). Conditions: time 10 minute. Yields the product O=C(C=CC1=CC=CC=C1)C1=C(C=C(C=C1)OCC1=CC=CC=C1)O (3-Oxo-1-phenyl-3-(2'-hydroxy-4 -benzyloxyphenyl)-propene). Yield: 166.8%. RXN SMILES: [CH3:1][C:2]([C:4]1[CH:9]=[CH:8][C:7]([O:10][CH2:11][C:12]2[CH:17]=[CH:16][CH:15]=[CH:14][CH:13]=2)=[CH:6][C:5]=1[OH:18])=[O:3].[CH:19](=O)[C:20]1[CH:25]=[CH:24][CH:23]=[CH:22][CH:21]=1.[OH-].[Na+]>C(O)C>[O:3]=[C:2]([C:4]1[CH:9]=[CH:8][C:7]([O:10][CH2:11][C:12]2[CH:17]=[CH:16][CH:15]=[CH:14][CH:13]=2)=[CH:6][C:5]=1[OH:18])[CH:1]=[CH:19][C:20]1[CH:25]=[CH:24][CH:23]=[CH:22][CH:21]=1 |f:2.3|. Reported procedure: 17.63 g (72.6 mmoles) of 2-hydroxy-4-benzyloxyacetophenone, 17.60 g (165.8 mmoles) of benzaldehyde and 35.20 g of 50% strength sodium hydroxide solution in 200 ml of ethanol were stirred for 3 days, during which crystals precipitated. The crystal sludge was acidified with 100 ml of 5N hydrochloric acid and was stirred for 10 minutes. The mixture was filtered with suction to give 40.0 g of moist crystals. The crude product was recrystallized from 800 ml of ethanol. Starting materials: CC#N, CCN(C(C)C)C(C)C, FC(F)(F)C1CCCN1, COC(=O)CCC(C(N)=O)N1Cc2c(OCc3ccc(CBr)cc3)cccc2C1=O. Product: COC(=O)CCC(C(N)=O)N1Cc2c(OCc3ccc(CN4CCCC4C(F)(F)F)cc3)cccc2C1=O. Reaction SMILES: [CH3:49][C:50]#[N:51].[CH:40]([N:41]([CH2:42][CH3:43])[CH:44]([CH3:45])[CH3:46])([CH3:47])[CH3:48].[F:1][C:2]([CH:3]1[NH:4][CH2:5][CH2:6][CH2:7]1)([F:8])[F:9].[NH2:10][C:11]([CH:12]([CH2:13][CH2:14][C:15](=[O:16])[O:17][CH3:18])[N:19]1[C:20](=[O:38])[c:21]2[cH:22][cH:23][cH:24][c:25]([O:28][CH2:29][c:30]3[cH:31][cH:32][c:33]([CH2:36][Br:37])[cH:34][cH:35]3)[c:26]2[CH2:27]1)=[O:39]>>[F:1][C:2]([CH:3]1[N:4]([CH2:36][c:33]2[cH:32][cH:31][c:30]([CH2:29][O:28][c:25]3[cH:24][cH:23][cH:22][c:21]4[c:26]3[CH2:27][N:19]([CH:12]([C:11]([NH2:10])=[O:39])[CH2:13][CH2:14][C:15](=[O:16])[O:17][CH3:18])[C:20]4=[O:38])[cH:35][cH:34]2)[CH2:5][CH2:6][CH2:7]1)([F:8])[F:9].